Dataset: the Open Reaction Database (ORD), a public repository of structured organic reaction records. Task: describe an organic reaction: reactants, conditions, products, and yield The reactants are CCOc1ccccc1OCC1(O)CCN(Cc2ccccc2)C1, CCO. Product: CCOc1ccccc1OCC1(O)CCNC1. Reaction SMILES: [CH2:1]([c:2]1[cH:3][cH:4][cH:5][cH:6][cH:7]1)[N:8]1[CH2:9][C:10]([OH:13])([CH2:14][O:15][c:16]2[c:17]([O:22][CH2:23][CH3:24])[cH:18][cH:19][cH:20][cH:21]2)[CH2:11][CH2:12]1.[CH3:25][CH2:26][OH:27]>>[NH:8]1[CH2:9][C:10]([OH:13])([CH2:14][O:15][c:16]2[c:17]([O:22][CH2:23][CH3:24])[cH:18][cH:19][cH:20][cH:21]2)[CH2:11][CH2:12]1. Reactants: CC(C)(C)O, CC(C)=CCCC(C)=CCBr, COc1ccc(N2CC3(CCC3)Cc3cc(O)c(C)c(C)c32)cc1, [Cl-], [NH4+], [Na+], [OH-]. The product is COc1ccc(N2CC3(CCC3)Cc3c(CC=C(C)CCC=C(C)C)c(O)c(C)c(C)c32)cc1. As a reaction SMILES: [C:40]([OH:41])([CH3:42])([CH3:43])[CH3:44].[CH2:27]([CH:28]=[C:29]([CH3:30])[CH2:31][CH2:32][CH:33]=[C:34]([CH3:35])[CH3:36])[Br:37].[CH3:1][O:2][c:3]1[cH:4][cH:5][c:6]([N:9]2[CH2:10][C:11]3([CH2:12][CH2:13][CH2:14]3)[CH2:15][c:16]3[cH:17][c:18]([OH:24])[c:19]([CH3:23])[c:20]([CH3:22])[c:21]32)[cH:7][cH:8]1.[Cl-:38].[NH4+:39].[Na+:26].[OH-:25]>>[CH3:1][O:2][c:3]1[cH:4][cH:5][c:6]([N:9]2[CH2:10][C:11]3([CH2:12][CH2:13][CH2:14]3)[CH2:15][c:16]3[c:17]([CH2:27][CH:28]=[C:29]([CH3:30])[CH2:31][CH2:32][CH:33]=[C:34]([CH3:35])[CH3:36])[c:18]([OH:24])[c:19]([CH3:23])[c:20]([CH3:22])[c:21]32)[cH:7][cH:8]1. Starting materials: CS(=O)(=O)OCC(CSCCCCCCCCCCCCCCCC)CC(C)OC(C1=CC=CC=C1)=O (2-(2-benzoyloxypropan-1-yl)-3-n-hexadecylthiopropyl methanesulfonate), [N-]=[N+]=[N-].[Li+] (lithium azide), N(=[N+]=[N-])CC(CSCCCCCCCCCCCCCCCC)NC(=O)OC(C)(C)C (3-azido-2-tert-butoxycarbonylamino-1-hexadecylthiopropane). Solvent: CN(C=O)C (dimethylformamide). Product: N(=[N+]=[N-])CC(CSCCCCCCCCCCCCCCCC)CC(C)OC(C1=CC=CC=C1)=O (1-azido-2-(2-benzoyloxypropan-1-yl)-3-hexadecylthiopropane). Yield: 96.6%. Reaction SMILES: CS(O[CH2:6][CH:7]([CH2:26][CH:27]([O:29][C:30](=[O:37])[C:31]1[CH:36]=[CH:35][CH:34]=[CH:33][CH:32]=1)[CH3:28])[CH2:8][S:9][CH2:10][CH2:11][CH2:12][CH2:13][CH2:14][CH2:15][CH2:16][CH2:17][CH2:18][CH2:19][CH2:20][CH2:21][CH2:22][CH2:23][CH2:24][CH3:25])(=O)=O.[N-:38]=[N+:39]=[N-:40].[Li+].N(CC(NC(OC(C)(C)C)=O)CSCCCCCCCCCCCCCCCC)=[N+]=[N-]>CN(C)C=O>[N:38]([CH2:6][CH:7]([CH2:26][CH:27]([O:29][C:30](=[O:37])[C:31]1[CH:36]=[CH:35][CH:34]=[CH:33][CH:32]=1)[CH3:28])[CH2:8][S:9][CH2:10][CH2:11][CH2:12][CH2:13][CH2:14][CH2:15][CH2:16][CH2:17][CH2:18][CH2:19][CH2:20][CH2:21][CH2:22][CH2:23][CH2:24][CH3:25])=[N+:39]=[N-:40] |f:1.2|. Procedure: A mixture of the previously obtained 2-(2-benzoyloxypropan-1-yl)-3-n-hexadecylthiopropyl methanesulfonate m12a and 1.297 g (26.5 mM) of lithium azide in 50 ml of dimethylformamide is allowed to react by the same procedure as described in (53) and 1.291 g (96.6% yield) of the titled compound m12b is obtained. The reactants are BrC=1C=C(C=CC1)S(=O)(=O)[C@H]1C[C@H]([C@@H](C1)C(=O)O)C(=O)N1CC(CC1)(F)F ((1R,2R,4S)-4-(3-Bromo-benzenesulfonyl)-2-(3,3-difluoro-pyrrolidine-1-carbonyl)-cyclopentanecarboxylic acid), C1CC1(C#N)N.Cl (1-amino-cyclopropyl cyanic hydrochloride), yellow foam. The product is C(#N)C1(CC1)NC(=O)[C@H]1[C@@H](C[C@@H](C1)S(=O)(=O)C1=CC(=CC=C1)Br)C(=O)N1CC(CC1)(F)F ((1R,2R,4R)-4-(3-Bromo-benzenesulfonyl)-2-(3,3-difluoro-pyrrolidine-1-carbonyl)-cyclopentanecarboxylic acid (1-cyano-cyclopropyl)-amide). RXN SMILES: [Br:1][C:2]1[CH:3]=[C:4]([S:8]([C@@H:11]2[CH2:15][C@@H:14]([C:16]([OH:18])=O)[C@H:13]([C:19]([N:21]3[CH2:25][CH2:24][C:23]([F:27])([F:26])[CH2:22]3)=[O:20])[CH2:12]2)(=[O:10])=[O:9])[CH:5]=[CH:6][CH:7]=1.[CH2:28]1[C:30]([NH2:33])([C:31]#[N:32])[CH2:29]1.Cl>>[C:31]([C:30]1([NH:33][C:16]([C@@H:14]2[CH2:15][C@@H:11]([S:8]([C:4]3[CH:5]=[CH:6][CH:7]=[C:2]([Br:1])[CH:3]=3)(=[O:10])=[O:9])[CH2:12][C@H:13]2[C:19]([N:21]2[CH2:25][CH2:24][C:23]([F:26])([F:27])[CH2:22]2)=[O:20])=[O:18])[CH2:28][CH2:29]1)#[N:32] |f:1.2|. Procedure: The title compound was prepared in analogy to example 117 step 7 using (1R,2R,4S)-4-(3-Bromo-benzenesulfonyl)-2-(3,3-difluoro-pyrrolidine-1-carbonyl)-cyclopentanecarboxylic acid (example 188 step 3) and 1-amino-cyclopropyl cyanic hydrochloride. Light yellow foam (89%). MS (EI): 532.1 (M+H)+. The reactants are ClC(C(=O)NC1=C(C=CC=C1)C(CC(=O)NC=1SC=CN1)=O)C (2-[(2-chloro-1-oxo-propyl)-amino]-β-oxo-N-(2-thiazolyl)-benzene-propanamide). The reagents and catalysts are CN(C1=CC=NC=C1)C (4-dimethylamino-pyridine). Solvent: O1CCCC1 (tetrahydrofuran). The product is CC1OC(C=2C1=NC=1C=CC=CC1C2O)=NC=2SC=CN2 (1,3-dihydro-3-methyl-1-(2-thiazolylimino)-furo[3,4-b]quinoline-9-ol). Yield: 59.2%. As a reaction SMILES: Cl[CH:2]([CH3:23])[C:3]([NH:5][C:6]1[CH:11]=[CH:10][CH:9]=[CH:8][C:7]=1[C:12](=[O:22])[CH2:13][C:14]([NH:16][C:17]1[S:18][CH:19]=[CH:20][N:21]=1)=[O:15])=O>CN(C)C1C=CN=CC=1.O1CCCC1>[CH3:23][CH:2]1[C:3]2=[N:5][C:6]3[CH:11]=[CH:10][CH:9]=[CH:8][C:7]=3[C:12]([OH:22])=[C:13]2[C:14](=[N:16][C:17]2[S:18][CH:19]=[CH:20][N:21]=2)[O:15]1. Procedure details: A mixture of 7 g of the product of Step B, 50 ml of tetrahydrofuran and 2.92 g of 4-dimethylamino-pyridine was refluxed for 24 hours and was cooled to room temperature and iced and vacuum filtered. The product was washed with tetrahydrofuran and dried under reduced pressure at 90° C. The product was stirred with 100 ml of water at room temperature and was vacuum filtered. The product was washed with water and dried under reduced pressure at 90° C. to obtain 3.5 g of 1,3-dihydro-3-methyl-1-(2-thi...